The task is: describe an organic reaction: reactants, conditions, products, and yield. This data is from the Open Reaction Database (ORD), a public repository of structured organic reaction records. Reactants: CCN=C=O, CC1=C(C#N)C(c2ccc(C#N)cc2)n2nc(N)nc2N1c1cccc(C(F)(F)F)c1, [Na+], [Na+], O=S(=O)([O-])[O-], c1ccncc1. RXN SMILES: [CH2:39]([CH3:40])[N:41]=[C:42]=[O:43].[NH2:1][c:2]1[n:3][n:4]2[c:5]([n:31]1)[N:6]([c:21]1[cH:22][c:23]([C:27]([F:28])([F:29])[F:30])[cH:24][cH:25][cH:26]1)[C:7]([CH3:20])=[C:8]([C:18]#[N:19])[CH:9]2[c:10]1[cH:11][cH:12][c:13]([C:16]#[N:17])[cH:14][cH:15]1.[Na+:32].[Na+:33].[O-:34][S:35](=[O:36])(=[O:37])[O-:38].[cH:44]1[cH:45][cH:46][n:47][cH:48][cH:49]1>>[NH:1]([c:2]1[n:3][n:4]2[c:5]([n:31]1)[N:6]([c:21]1[cH:22][c:23]([C:27]([F:28])([F:29])[F:30])[cH:24][cH:25][cH:26]1)[C:7]([CH3:20])=[C:8]([C:18]#[N:19])[CH:9]2[c:10]1[cH:11][cH:12][c:13]([C:16]#[N:17])[cH:14][cH:15]1)[C:42]([NH:41][CH2:39][CH3:40])=[O:43]. The product is CCNC(=O)Nc1nc2n(n1)C(c1ccc(C#N)cc1)C(C#N)=C(C)N2c1cccc(C(F)(F)F)c1. Reactants: Cc1ccc(S(=O)(=O)OC2COC(c3ccccc3)OC2)cc1, [N-]=[N+]=[N-], [Na+], CN(C)C=O, O. Product: [N-]=[N+]=NC1COC(c2ccccc2)OC1. RXN SMILES: [CH3:1][c:2]1[cH:3][cH:4][c:5]([S:6]([O:7][CH:12]2[CH2:13][O:14][CH:15]([c:18]3[cH:19][cH:20][cH:21][cH:22][cH:23]3)[O:16][CH2:17]2)(=[O:8])=[O:9])[cH:10][cH:11]1.[N-:29]=[N+:30]=[N-:31].[Na+:32].[O:24]=[CH:25][N:26]([CH3:27])[CH3:28].[OH2:33]>>[CH:12]1([N:29]=[N+:30]=[N-:31])[CH2:13][O:14][CH:15]([c:18]2[cH:19][cH:20][cH:21][cH:22][cH:23]2)[O:16][CH2:17]1.